Dataset: the Open Reaction Database (ORD), a public repository of structured organic reaction records. Task: describe an organic reaction: reactants, conditions, products, and yield Starting materials: [F-].[K+] (potassium fluoride), ClC1=C(C=C(C=C1[N+](=O)[O-])C(F)(F)F)[N+](=O)[O-] (4-chloro-3,5-dinitrobenzotrifluoride). Yields the product FC1=C(C=C(C=C1[N+](=O)[O-])C(F)(F)F)[N+](=O)[O-] (4-fluoro-3,5-dinitrobenzotrifluoride). As a reaction SMILES: [F-:1].[K+].Cl[C:4]1[C:9]([N+:10]([O-:12])=[O:11])=[CH:8][C:7]([C:13]([F:16])([F:15])[F:14])=[CH:6][C:5]=1[N+:17]([O-:19])=[O:18]>>[F:1][C:4]1[C:9]([N+:10]([O-:12])=[O:11])=[CH:8][C:7]([C:13]([F:16])([F:15])[F:14])=[CH:6][C:5]=1[N+:17]([O-:19])=[O:18] |f:0.1|. Procedure details: reacting potassium fluoride with 4-chloro-3,5-dinitrobenzotrifluoride in the liquid phase, at a temperature of about 75° to about 160° Celsius to form 4-fluoro-3,5-dinitrobenzotrifluoride; and Procedure details: A mixture of trans-2-ethylcyclohexylamine hydrochloride (0.30 g, 2.36 mmol), imidazoline-2-sulfonic acid (0.704 g, 4.72 mmol) and isobutanol (3 ml) was heated to 125° C. and maintained at that temperature for 2 hours. The mixture was cooled to room temperature, concentrated in vacuo and chromatographed (silica gel, 3:1 CHCl3 /CH3OH saturated with NH3 (g)) to yield 0.253 g (a yield of 65%) of the title compound as a white solid, which was characterized spectroscopically. Run in C(C(C)C)O (isobutanol). Conditions: temperature 125 celsius. Isolated yield 65.0%. Yields the product C(C)[C@H]1[C@@H](CCCC1)NC=1NCCN1 (2-(trans-2-ethylcyclohexylamino)-2-imidazoline). Reaction SMILES: Cl.[CH2:2]([C@@H:4]1[CH2:9][CH2:8][CH2:7][CH2:6][C@H:5]1[NH2:10])[CH3:3].[NH:11]1[CH2:15][CH2:14][N:13]=[C:12]1S(O)(=O)=O>C(O)C(C)C>[CH2:2]([C@@H:4]1[CH2:9][CH2:8][CH2:7][CH2:6][C@H:5]1[NH:10][C:12]1[NH:13][CH2:14][CH2:15][N:11]=1)[CH3:3] |f:0.1|. Reactants: Cl.C(C)[C@H]1[C@@H](CCCC1)N (trans-2-ethylcyclohexylamine hydrochloride), N1C(=NCC1)S(=O)(=O)O (imidazoline-2-sulfonic acid).